Dataset: the Open Reaction Database (ORD), a public repository of structured organic reaction records. Task: describe an organic reaction: reactants, conditions, products, and yield Starting materials: O=C(CCCCCCCBr)c1ccc(F)cc1, CC[SiH](CC)CC. Product: Fc1ccc(CCCCCCCCBr)cc1. RXN SMILES: [Br:8][CH2:9][CH2:10][CH2:11][CH2:12][CH2:13][CH2:14][CH2:15][C:16](=[O:17])[c:18]1[cH:19][cH:20][c:21]([F:24])[cH:22][cH:23]1.[CH2:1]([SiH:2]([CH2:3][CH3:4])[CH2:5][CH3:6])[CH3:7]>>[Br:8][CH2:9][CH2:10][CH2:11][CH2:12][CH2:13][CH2:14][CH2:15][CH2:16][c:18]1[cH:19][cH:20][c:21]([F:24])[cH:22][cH:23]1. Starting materials: [Cl-], [H-], CI, [NH4+], [Na+], CN(C)C=O, CC(C)(C)OC(=O)N1CCCNC(=O)C1. RXN SMILES: [Cl-:25].[H-:1].[I:18][CH3:19].[NH4+:26].[Na+:2].[O:20]=[CH:21][N:22]([CH3:23])[CH3:24].[O:3]=[C:4]1[CH2:5][N:6]([C:11](=[O:12])[O:13][C:14]([CH3:15])([CH3:16])[CH3:17])[CH2:7][CH2:8][CH2:9][NH:10]1>>[O:3]=[C:4]1[CH2:5][N:6]([C:11](=[O:12])[O:13][C:14]([CH3:15])([CH3:16])[CH3:17])[CH2:7][CH2:8][CH2:9][N:10]1[CH3:19]. Product: CN1CCCN(C(=O)OC(C)(C)C)CC1=O. Reactants: O=C([O-])[O-], CC(C)(C)OC(=O)N1CCNCC1C(=O)O, CCI, CCO, [Na+], [Na+]. Product: CCN1CCN(C(=O)OC(C)(C)C)C(C(=O)O)C1. Reaction SMILES: [C:17](=[O:18])([O-:19])[O-:20].[C:1]([CH3:2])([CH3:3])([CH3:4])[O:5][C:6](=[O:7])[N:8]1[CH:9]([C:14](=[O:15])[OH:16])[CH2:10][NH:11][CH2:12][CH2:13]1.[CH2:23]([CH3:24])[I:25].[CH3:26][CH2:27][OH:28].[Na+:21].[Na+:22]>>[C:1]([CH3:2])([CH3:3])([CH3:4])[O:5][C:6](=[O:7])[N:8]1[CH:9]([C:14](=[O:15])[OH:16])[CH2:10][N:11]([CH2:23][CH3:24])[CH2:12][CH2:13]1. The reactants are COc1ccc(-n2nc(C(F)(F)F)c3c2C(=O)N(c2ccc(C4(C(=O)O)CC4)cc2)CC3)cc1, CNOC, CCN=C=NCCCN(C)C, CCOC(C)=O, CCN(C(C)C)C(C)C, Cl, Cl, CN(C)C=O. Product: COc1ccc(-n2nc(C(F)(F)F)c3c2C(=O)N(c2ccc(C4(C(=O)N(C)OC)CC4)cc2)CC3)cc1. Reaction SMILES: [CH3:1][O:2][c:3]1[cH:4][cH:5][c:6](-[n:9]2[n:10][c:11]([C:31]([F:32])([F:33])[F:34])[c:12]3[c:13]2[C:14](=[O:30])[N:15]([c:18]2[cH:19][cH:20][c:21]([C:24]4([C:27](=[O:28])[OH:29])[CH2:25][CH2:26]4)[cH:22][cH:23]2)[CH2:16][CH2:17]3)[cH:7][cH:8]1.[CH3:36][NH:37][O:38][CH3:39].[CH3:50][N:51]([CH3:52])[CH2:53][CH2:54][CH2:55][N:56]=[C:57]=[N:58][CH2:59][CH3:60].[CH3:66][CH2:67][O:68][C:69]([CH3:70])=[O:71].[CH:40]([N:41]([CH2:42][CH3:43])[CH:44]([CH3:45])[CH3:46])([CH3:47])[CH3:48].[ClH:35].[ClH:49].[O:61]=[CH:62][N:63]([CH3:64])[CH3:65]>>[CH3:1][O:2][c:3]1[cH:4][cH:5][c:6](-[n:9]2[n:10][c:11]([C:31]([F:32])([F:33])[F:34])[c:12]3[c:13]2[C:14](=[O:30])[N:15]([c:18]2[cH:19][cH:20][c:21]([C:24]4([C:27](=[O:28])[N:37]([CH3:36])[O:38][CH3:39])[CH2:25][CH2:26]4)[cH:22][cH:23]2)[CH2:16][CH2:17]3)[cH:7][cH:8]1. The reactants are C(C)(=O)OC(C)=O (Acetic anhydride), N(CC(=O)O)(CC(=O)O)CC(=O)O (nitrilotriacetic acid), BrC1=C(C=C(N)C=C1)C (4-bromo-3-methylaniline). Solvent: N1=CC=CC=C1 (pyridine), N1=CC=CC=C1 (pyridine). Run at temperature 100 celsius. Product: BrC1=C(C=C(C=C1)NC(CN(CC(=O)O)CC(=O)O)=O)C (2,2'-[[2-[(4-Bromo-3-methylphenyl)amino]-2-oxoethyl]imino]bisacetic acid). Isolated yield 54.9%. As a reaction SMILES: [N:1]([CH2:10][C:11]([OH:13])=O)([CH2:6][C:7]([OH:9])=[O:8])[CH2:2][C:3]([OH:5])=[O:4].C(OC(=O)C)(=O)C.[Br:21][C:22]1[CH:28]=[CH:27][C:25]([NH2:26])=[CH:24][C:23]=1[CH3:29]>N1C=CC=CC=1>[Br:21][C:22]1[CH:28]=[CH:27][C:25]([NH:26][C:11](=[O:13])[CH2:10][N:1]([CH2:2][C:3]([OH:5])=[O:4])[CH2:6][C:7]([OH:9])=[O:8])=[CH:24][C:23]=1[CH3:29]. Procedure details: A slurry of 9.56 g of nitrilotriacetic acid in 80 ml of dry pyridine (dried over molecular sieves) is heated to 55° C. Acetic anhydride (7.66 g) is added and the solution is heated to 100° C. After heating for 0.5 hour, the solution is cooled to 55° C. and 9.30 g of 4-bromo-3-methylaniline is added with a 5 ml pyridine rinse. The solution is heated at 100° C. for 1.0 hour. The reaction is cooled and rotary evaporated to a pasty solid which is dissolved in 120 ml of aqueous ammonium hydroxide (30... Starting materials: BrC1=C(C2=C(C(OC2)=O)C=C1)C1CC1 (5-bromo-4-cyclopropyl-2-benzofuran-1(3H)-one), C(=C)[B-](F)(F)F.[K+] (potassium vinyltrifluoroborate). The reagents and catalysts are C1=CC=C(C=C1)P([C-]2C=CC=C2)C3=CC=CC=C3.C1=CC=C(C=C1)P([C-]2C=CC=C2)C3=CC=CC=C3.Cl[Pd]Cl.[Fe+2] (Pd(dppf)Cl2). Solvent: TEA, CCO (EtOH). Product: C1(CC1)C1=C(C=CC=2C(OCC21)=O)C=C (4-cyclopropyl-5-vinyl-2-benzofuran-1(3H)-one). As a reaction SMILES: Br[C:2]1[CH:11]=[CH:10][C:5]2[C:6](=[O:9])[O:7][CH2:8][C:4]=2[C:3]=1[CH:12]1[CH2:14][CH2:13]1.[CH:15]([B-](F)(F)F)=[CH2:16].[K+]>CCO.C1C=CC(P(C2C=CC=CC=2)[C-]2C=CC=C2)=CC=1.C1C=CC(P(C2C=CC=CC=2)[C-]2C=CC=C2)=CC=1.Cl[Pd]Cl.[Fe+2]>[CH:12]1([C:3]2[C:4]3[CH2:8][O:7][C:6](=[O:9])[C:5]=3[CH:10]=[CH:11][C:2]=2[CH:15]=[CH2:16])[CH2:14][CH2:13]1 |f:1.2,4.5.6.7|. Reported procedure: A mixture of 5-bromo-4-cyclopropyl-2-benzofuran-1(3H)-one (760 mg, 3.004 mmol), potassium vinyltrifluoroborate (805 mg, 6.008 mmol) and Pd(dppf)Cl2 (100 mg) in 20 mL of TEA and 20 mL of EtOH was heated to reflux under N2 for 8 hours. When TLC showed complete reaction most of the solvent was removed, and the residue was dissolved in EtOAc (100 mL). The solution was washed with 0.1 N HCl, sodium bicarbonate, and brine, dried over sodium sulfate, filtered and concentrated. The resulting oil was pur... Reactants: [Na+], [OH-], O, CCCOC(=O)c1ccc(O)cc1. The product is O=C(O)c1ccc(O)cc1. As a reaction SMILES: [Na+:15].[OH-:14].[OH2:16].[OH:1][c:2]1[cH:3][cH:4][c:5]([C:6](=[O:7])[O:8][CH2:9][CH2:10][CH3:11])[cH:12][cH:13]1>>[OH:1][c:2]1[cH:3][cH:4][c:5]([C:6](=[O:7])[OH:8])[cH:12][cH:13]1. Reaction SMILES: [CH3:1][S:2][C:3]([C:4]#[N:5])([CH3:6])[c:7]1[cH:8][c:9]([O:13][c:14]2[cH:15][cH:16][cH:17][cH:18][cH:19]2)[cH:10][cH:11][cH:12]1.[CH3:20][S-:21].[CH3:25][OH:26].[Cl-:23].[NH4+:24].[Na+:22]>>[CH:3]([C:4]#[N:5])([CH3:6])[c:7]1[cH:8][c:9]([O:13][c:14]2[cH:15][cH:16][cH:17][cH:18][cH:19]2)[cH:10][cH:11][cH:12]1. Reactants: CSC(C)(C#N)c1cccc(Oc2ccccc2)c1, C[S-], CO, [Cl-], [NH4+], [Na+]. Yields the product CC(C#N)c1cccc(Oc2ccccc2)c1. Reactants: FC1=CC=C(C(=N1)I)O (6-Fluoro-2-iodo-pyridin-3-ol), ClC1=CC=NC2=CC(=C(C=C12)OC)OC (4-chloro-6,7-dimethoxyquinoline), O (water). The reagents and catalysts are CN(C1=CC=NC=C1)C (4-dimethylaminopyridine). Run in ClC1=C(C=CC=C1)Cl (o-dichlorobenzene). Reaction conditions: temperature 140 celsius, time 5 hour. Yields the product FC1=CC=C(C(=N1)I)OC1=CC=NC2=CC(=C(C=C12)OC)OC (4-(6-Fluoro-2-iodo-pyridin-3-yloxy)-6,7-dimethoxy-quinoline). Isolated yield 5.6%. Reaction SMILES: [F:1][C:2]1[N:7]=[C:6]([I:8])[C:5]([OH:9])=[CH:4][CH:3]=1.Cl[C:11]1[C:20]2[C:15](=[CH:16][C:17]([O:23][CH3:24])=[C:18]([O:21][CH3:22])[CH:19]=2)[N:14]=[CH:13][CH:12]=1.O>CN(C)C1C=CN=CC=1.ClC1C=CC=CC=1Cl>[F:1][C:2]1[N:7]=[C:6]([I:8])[C:5]([O:9][C:11]2[C:20]3[C:15](=[CH:16][C:17]([O:23][CH3:24])=[C:18]([O:21][CH3:22])[CH:19]=3)[N:14]=[CH:13][CH:12]=2)=[CH:4][CH:3]=1. Procedure details: 6-Fluoro-2-iodo-pyridin-3-ol (20 mg), 4-chloro-6,7-dimethoxyquinoline (56 mg), and 4-dimethylaminopyridine (31 mg) were suspended in o-dichlorobenzene (2 ml), and the suspension was stirred at 140° C. for 5 hr. The reaction solution was cooled to room temperature, water was then added to the reaction solution, and the mixture was extracted with ethyl acetate. The ethyl acetate layer was then washed with water and saturated brine and was dried over anhydrous magnesium sulfate. The solvent was rem...